This data is from the Open Reaction Database (ORD), a public repository of structured organic reaction records. The task is: describe an organic reaction: reactants, conditions, products, and yield Reactants: Cl (HCl), [H-].[Na+] (Sodium hydride), C(OC)(OC)=O (dimethyl carbonate), C(C)(=O)C=1SC(=CC1)Br (2-Acetyl-5-bromothiophene). The solvent is O (water), C1CCOC1 (THF), C1CCOC1 (THF). The product is BrC1=CC=C(S1)C(CC(=O)OC)=O (Methyl 3-(5-Bromo-2-thienyl)-3-oxopropionate). Yield: 99.0%. Reaction SMILES: [H-].[Na+].[C:3](=[O:8])([O:6][CH3:7])OC.[C:9]([C:12]1[S:13][C:14]([Br:17])=[CH:15][CH:16]=1)(=[O:11])[CH3:10].Cl>C1COCC1.O>[Br:17][C:14]1[S:13][C:12]([C:9](=[O:11])[CH2:10][C:3]([O:6][CH3:7])=[O:8])=[CH:16][CH:15]=1 |f:0.1|. Procedure details: Sodium hydride (1.95 g of 60% dispersion in oil, 0.045 mol), dimethyl carbonate (50 mL) and THF (40 mL) were added to a flame dried flask equipped with stirrer and dropping funnel. 2-Acetyl-5-bromothiophene (5.0 g, 0.024 mol) in 20 mL THF was added dropwise. The mixture was then heated at reflux for 2 hours, then poured into 250 mL of water, acidified to pH 2.0 with 1N HCl and extracted 3×200 mL ether. The organic layers were combined, dried (MgSO4) and stripped to yield 6.4 g (99%) of present t... Reactants: C1COC(C2=CC(=CC=C2CSC2=CC=CC=C2)Cl)(C2=C(C=CC=C2)F)O1 (3-chloro-2'-fluoro-6-phenylmercaptomethyl-benzophenone ethylene ketal), CI (methyl iodide). Product: C1COC(C2=CC(=CC=C2CI)Cl)(C2=C(C=CC=C2)F)O1 (3-chloro-2'-fluoro-6-iodomethyl-benzophenone ethylene ketal). As a reaction SMILES: [CH2:1]1[O:27][C:4]([C:20]2[CH:25]=[CH:24][CH:23]=[CH:22][C:21]=2[F:26])([C:5]2[C:10]([CH2:11]SC3C=CC=CC=3)=[CH:9][CH:8]=[C:7]([Cl:19])[CH:6]=2)[O:3][CH2:2]1.C[I:29]>>[CH2:1]1[O:27][C:4]([C:20]2[CH:25]=[CH:24][CH:23]=[CH:22][C:21]=2[F:26])([C:5]2[C:10]([CH2:11][I:29])=[CH:9][CH:8]=[C:7]([Cl:19])[CH:6]=2)[O:3][CH2:2]1. Reported procedure: The starting material is obtained as follows: The solution of 10 g of 3-chloro-2'-fluoro-6-phenylmercaptomethyl-benzophenone ethylene ketal (Example 2) in 50 ml of methyl iodide is refluxed under nitrogen for 5 days. It is evaporated and the formed methyl phenyl thioether distilled off at 60°/0.1 mm Hg, to yield the 3-chloro-2'-fluoro-6-iodomethyl-benzophenone ethylene ketal. Starting materials: C(C)OCC (ethyl ether), CO/C=C/C(C)=O ((E)-4-methoxy-3-buten-2-one), C(C)(C)(C)S (tert-butylmercaptan), FC(C(=O)O)(F)F (trifluoroacetic acid). Solvent: C(Cl)(Cl)(Cl)Cl (carbon tetrachloride). Run at temperature 95 celsius. Yields the product C(C)(C)(C)S/C=C/C(C)=O ((E)-4-(tert-butylthio)-3-buten-2-one). The yield is 89.6%. RXN SMILES: CO/[CH:3]=[CH:4]/[C:5](=[O:7])[CH3:6].[C:8]([SH:12])([CH3:11])([CH3:10])[CH3:9].FC(F)(F)C(O)=O.C(OCC)C>C(Cl)(Cl)(Cl)Cl>[C:8]([S:12]/[CH:3]=[CH:4]/[C:5](=[O:7])[CH3:6])([CH3:11])([CH3:10])[CH3:9]. Reported procedure: To a solution of (E)-4-methoxy-3-buten-2-one (purity: 90%, 7.92 ml, 69.9 mmol) and tert-butylmercaptan (5.54 ml, 48.9 mmol) in carbon tetrachloride (70 ml) was added, under ice cooling, trifluoroacetic acid (7.54 ml, 97.9 mmol), followed by heating, under reflux, on an oil bath at 95° C. for 4 hours. After ice cooling, ethyl ether was added 5 thereto, followed by washing with water (twice), an aqueous saturated sodium hydrogen carbonate solution, water and saturated brine. After drying with anhy... Reactants: O=C([O-])[O-], COc1cccc(C2CCNC2)c1, CN(C)C=O, [I-], [K+], [K+], [K+], BrCCCOC(c1ccccc1)c1ccccc1. Yields the product COc1cccc(C2CCN(CCCOC(c3ccccc3)c3ccccc3)C2)c1. RXN SMILES: [C:32](=[O:33])([O-:34])[O-:35].[CH3:19][O:20][c:21]1[cH:22][c:23]([CH:27]2[CH2:28][NH:29][CH2:30][CH2:31]2)[cH:24][cH:25][cH:26]1.[CH3:40][N:41]([CH3:42])[CH:43]=[O:44].[I-:39].[K+:36].[K+:37].[K+:38].[c:1]1([CH:7]([O:8][CH2:9][CH2:10][CH2:11][Br:12])[c:13]2[cH:14][cH:15][cH:16][cH:17][cH:18]2)[cH:2][cH:3][cH:4][cH:5][cH:6]1>>[c:1]1([CH:7]([O:8][CH2:9][CH2:10][CH2:11][N:29]2[CH2:28][CH:27]([c:23]3[cH:22][c:21]([O:20][CH3:19])[cH:26][cH:25][cH:24]3)[CH2:31][CH2:30]2)[c:13]2[cH:14][cH:15][cH:16][cH:17][cH:18]2)[cH:2][cH:3][cH:4][cH:5][cH:6]1. Reactants: C(C)(=O)N1C(C(C2=CC=C(C=C12)C(=O)OCC)=C(C1=CC=CC=C1)OCC)=O (1-acetyl-3-(1-ethoxy-1-phenylmethylene)-6-ethoxycarbonyl-2-indolinone), CN(CCN(C)C1=CC=C(N)C=C1)C (4-(N-(2-dimethylamino-ethyl)-N-methyl-amino)-aniline). Yields the product CN(CCN(C)C1=CC=C(N\C(\C2=CC=CC=C2)=C\2/C(NC3=CC(=CC=C23)C(=O)OCC)=O)C=C1)C (3-Z-[1-(4-(N-(2-dimethylamino-ethyl)-N-methyl-amino)-anilino)-1-phenyl-methylene]-6-ethoxycarbonyl-2-indolinone). RXN SMILES: C([N:4]1[C:12]2[C:7](=[CH:8][CH:9]=[C:10]([C:13]([O:15][CH2:16][CH3:17])=[O:14])[CH:11]=2)[C:6](=[C:18](OCC)[C:19]2[CH:24]=[CH:23][CH:22]=[CH:21][CH:20]=2)[C:5]1=[O:28])(=O)C.[CH3:29][N:30]([CH3:42])[CH2:31][CH2:32][N:33]([C:35]1[CH:41]=[CH:40][C:38]([NH2:39])=[CH:37][CH:36]=1)[CH3:34]>>[CH3:29][N:30]([CH3:42])[CH2:31][CH2:32][N:33]([C:35]1[CH:36]=[CH:37][C:38]([NH:39]/[C:18](=[C:6]2\[C:5](=[O:28])[NH:4][C:12]3[C:7]\2=[CH:8][CH:9]=[C:10]([C:13]([O:15][CH2:16][CH3:17])=[O:14])[CH:11]=3)/[C:19]2[CH:20]=[CH:21][CH:22]=[CH:23][CH:24]=2)=[CH:40][CH:41]=1)[CH3:34]. Reported procedure: Prepared from 1-acetyl-3-(1-ethoxy-1-phenylmethylene)-6-ethoxycarbonyl-2-indolinone and 4-(N-(2-dimethylamino-ethyl)-N-methyl-amino)-aniline Rf value: 0.5 (aluminium oxide, methylene chloride/ethanol=20:1) C29H32N4O3 Reactants: solid, Cl.Cl.O1CCC2=C1C=CC=C2C2CCN(CC2)CC[C@@H]2CC[C@H](CC2)N (trans-4-{2-[4-(2,3-dihydro-benzofuran-4-yl)-piperidin-1-yl]-ethyl}-cyclohexylamine dihydrochloride), Cl.Cl.O1CCC2=C1C=CC=C2C2CCN(CC2)CC[C@@H]2CC[C@H](CC2)N (trans-4-{2-[4-(2,3-dihydro-benzofuran-4-yl)-piperidin-1-yl]-ethyl}-cyclohexylamine dihydrochloride), OC(C(=O)O)(C)C (2-hydroxy-2-methyl-propionic acid). Yields the product O1CCC2=C1C=CC=C2C2CCN(CC2)CC[C@@H]2CC[C@H](CC2)NC(C(C)(C)O)=O (trans-N-(4-{2-[4-(2,3-Dihydro-benzofuran-4-yl)-piperidin-1-yl]-ethyl}-cyclohexyl)-2-hydroxy-2-methyl-propionamide). RXN SMILES: Cl.Cl.[O:3]1[C:7]2[CH:8]=[CH:9][CH:10]=[C:11]([CH:12]3[CH2:17][CH2:16][N:15]([CH2:18][CH2:19][C@H:20]4[CH2:25][CH2:24][C@H:23]([NH2:26])[CH2:22][CH2:21]4)[CH2:14][CH2:13]3)[C:6]=2[CH2:5][CH2:4]1.[OH:27][C:28]([CH3:33])([CH3:32])[C:29](O)=[O:30]>>[O:3]1[C:7]2[CH:8]=[CH:9][CH:10]=[C:11]([CH:12]3[CH2:17][CH2:16][N:15]([CH2:18][CH2:19][C@H:20]4[CH2:21][CH2:22][C@H:23]([NH:26][C:29](=[O:30])[C:28]([OH:27])([CH3:33])[CH3:32])[CH2:24][CH2:25]4)[CH2:14][CH2:13]3)[C:6]=2[CH2:5][CH2:4]1 |f:0.1.2|. Reported procedure: The title compound, off-white solid (85 mg, 83%), MS (ISP) m/z=415.5 [(M+H)+], mp 163° C., was prepared in accordance with the general method of example 1 from trans-4-{2-[4-(2,3-dihydro-benzofuran-4-yl)-piperidin-1-yl]-ethyl}-cyclohexylamine dihydrochloride (intermediate B) (100 mg, 0.25 mmol) and 2-hydroxy-2-methyl-propionic acid. Reactants: COc1ccccc1C1(Cl)C(=O)Nc2ccc(Cl)cc21, CC(NCCO)C(=O)N(C)C. Yields the product COc1ccccc1C1(N(CCO)C(C)C(=O)N(C)C)C(=O)Nc2ccc(Cl)cc21. As a reaction SMILES: [Cl:1][C:2]1([c:13]2[c:14]([O:19][CH3:20])[cH:15][cH:16][cH:17][cH:18]2)[C:3](=[O:12])[NH:4][c:5]2[cH:6][cH:7][c:8]([Cl:11])[cH:9][c:10]21.[OH:21][CH2:22][CH2:23][NH:24][CH:25]([C:26](=[O:27])[N:28]([CH3:29])[CH3:30])[CH3:31]>>[C:2]1([c:13]2[c:14]([O:19][CH3:20])[cH:15][cH:16][cH:17][cH:18]2)([N:24]([CH2:23][CH2:22][OH:21])[CH:25]([C:26](=[O:27])[N:28]([CH3:29])[CH3:30])[CH3:31])[C:3](=[O:12])[NH:4][c:5]2[cH:6][cH:7][c:8]([Cl:11])[cH:9][c:10]21.